From a dataset of the Open Reaction Database (ORD), a public repository of structured organic reaction records. describe an organic reaction: reactants, conditions, products, and yield Starting materials: CN, Cc1cccc(C)c1NC(=O)CCl. Product: CNCC(=O)Nc1c(C)cccc1C. RXN SMILES: [CH3:14][NH2:15].[CH3:1][c:2]1[c:3]([NH:9][C:10]([CH2:11][Cl:12])=[O:13])[c:4]([CH3:8])[cH:5][cH:6][cH:7]1>>[CH3:1][c:2]1[c:3]([NH:9][C:10]([CH2:11][NH:15][CH3:14])=[O:13])[c:4]([CH3:8])[cH:5][cH:6][cH:7]1. The reactants are C(C)(=O)O[BH-](OC(C)=O)OC(C)=O.[Na+] (sodium triacetoxyborohydride), O (water), C(C1=CC=CC=C1)OC(=O)N1CCNCC1 (piperazine-1-carboxylic acid benzyl ester), C(C)(C)(C)OC(=O)N1CCC(CC1)=O (4-oxo-piperidine-1-carboxylic acid tert-butyl ester). Reagents/catalysts: C(C)(=O)O (acetic acid). Run in ClC(C)Cl (dichloroethane). Conditions: time 1 hour. Product: C(C1=CC=CC=C1)OC(=O)N1CCN(CC1)C1CCN(CC1)C(=O)OC(C)(C)C (4-(1-tert-Butoxycarbonyl-piperidin-4-yl)-piperazine-1-carboxylic acid benzyl ester). Isolated yield 74.0%. RXN SMILES: [CH2:1]([O:8][C:9]([N:11]1[CH2:16][CH2:15][NH:14][CH2:13][CH2:12]1)=[O:10])[C:2]1[CH:7]=[CH:6][CH:5]=[CH:4][CH:3]=1.[C:17]([O:21][C:22]([N:24]1[CH2:29][CH2:28][C:27](=O)[CH2:26][CH2:25]1)=[O:23])([CH3:20])([CH3:19])[CH3:18].C(O[BH-](OC(=O)C)OC(=O)C)(=O)C.[Na+].O>ClC(Cl)C.C(O)(=O)C>[CH2:1]([O:8][C:9]([N:11]1[CH2:16][CH2:15][N:14]([CH:27]2[CH2:28][CH2:29][N:24]([C:22]([O:21][C:17]([CH3:20])([CH3:19])[CH3:18])=[O:23])[CH2:25][CH2:26]2)[CH2:13][CH2:12]1)=[O:10])[C:2]1[CH:7]=[CH:6][CH:5]=[CH:4][CH:3]=1 |f:2.3|. Reported procedure: A mixture of piperazine-1-carboxylic acid benzyl ester (6.6 g, 29.96 mmol) and 4-oxo-piperidine-1-carboxylic acid tert-butyl ester in dichloroethane (150 mL) containing two drops of acetic acid was stirred at RT for 1 h and then sodium triacetoxyborohydride (19.05 g, 89.89 mmol) was added in portions. The reaction mixture was stirred at RT overnight, water (150 mL) was added, and the reaction mixture was stirred at RT for 2 h. The reaction mixture was extracted with DCM (4×30 mL). Combined organ...